Dataset: the Open Reaction Database (ORD), a public repository of structured organic reaction records. Task: describe an organic reaction: reactants, conditions, products, and yield The reactants are O=C([O-])O, Cc1ccccc1, O=c1c2ccccc2cnn1CCCl, O=C(CC1CCNC1)c1ccc(F)cc1, [Na+]. The product is O=C(CC1CCN(CCn2ncc3ccccc3c2=O)C1)c1ccc(F)cc1, Cl. As a reaction SMILES: [C:30](=[O:31])([O-:32])[OH:33].[CH3:35][c:36]1[cH:37][cH:38][cH:39][cH:40][cH:41]1.[Cl:1][CH2:2][CH2:3][n:4]1[c:5](=[O:14])[c:6]2[cH:7][cH:8][cH:9][cH:10][c:11]2[cH:12][n:13]1.[F:15][c:16]1[cH:17][cH:18][c:19]([C:20]([CH2:21][CH:22]2[CH2:23][NH:24][CH2:25][CH2:26]2)=[O:27])[cH:28][cH:29]1.[Na+:34]>>[CH2:2]([CH2:3][n:4]1[c:5](=[O:14])[c:6]2[cH:7][cH:8][cH:9][cH:10][c:11]2[cH:12][n:13]1)[N:24]1[CH2:23][CH:22]([CH2:21][C:20]([c:19]2[cH:18][cH:17][c:16]([F:15])[cH:29][cH:28]2)=[O:27])[CH2:26][CH2:25]1.[ClH:1]. The reactants are CCOC(=O)CCN, CCOC(C)=O, O=S(=O)(Cl)c1ccccc1, c1ccncc1. Yields the product CCOC(=O)CCNS(=O)(=O)c1ccccc1. As a reaction SMILES: [CH2:11]([CH3:12])[O:13][C:14]([CH2:15][CH2:16][NH2:17])=[O:18].[CH3:19][CH2:20][O:21][C:22](=[O:23])[CH3:24].[c:1]1([S:7](=[O:8])(=[O:9])[Cl:10])[cH:2][cH:3][cH:4][cH:5][cH:6]1.[cH:25]1[cH:26][cH:27][n:28][cH:29][cH:30]1>>[c:1]1([S:7](=[O:8])(=[O:9])[NH:17][CH2:16][CH2:15][C:14]([O:13][CH2:11][CH3:12])=[O:18])[cH:2][cH:3][cH:4][cH:5][cH:6]1.